Task: describe an organic reaction: reactants, conditions, products, and yield. Dataset: the Open Reaction Database (ORD), a public repository of structured organic reaction records Reactants: NC=1C(=C(C2=C(C(=NC(C(N2C)=O)(C)C)C2=C(C=CC=C2)F)C1)Cl)Cl (7-amino-8,9-dichloro-5-(o-fluorophenyl)-1,3-dihydro-1,3,3-trimethyl-2H-1,4-benzodiazepin-2-one). The solvent is CCOCC (ether). Yields the product NC=1C=C(C2=C(C(=NC(C(N2C)=O)(C)C)C2=C(C=CC=C2)F)C1)Cl (7-amino-9-chloro-5-(o-fluorophenyl)-1,3-dihydro-1,3,3-trimethyl-2H-1,4-benzodiazepin-2-one). Reaction SMILES: [NH2:1][C:2]1[C:3](Cl)=[C:4]([Cl:24])[C:5]2[N:11]([CH3:12])[C:10](=[O:13])[C:9]([CH3:15])([CH3:14])[N:8]=[C:7]([C:16]3[CH:21]=[CH:20][CH:19]=[CH:18][C:17]=3[F:22])[C:6]=2[CH:23]=1>CCOCC>[NH2:1][C:2]1[CH:3]=[C:4]([Cl:24])[C:5]2[N:11]([CH3:12])[C:10](=[O:13])[C:9]([CH3:14])([CH3:15])[N:8]=[C:7]([C:16]3[CH:21]=[CH:20][CH:19]=[CH:18][C:17]=3[F:22])[C:6]=2[CH:23]=1. Reported procedure: From 4.75 g (0.014 mol) of 7-amino-9-chloro-5-(o-fluorophenyl)-1,3-dihydro-1,3,3-trimethyl-2H-1,4-benzodiazepin-2-one there is obtained, in analogy to the details in Example 30, 7-amino-8,9-dichloro-5-(o-fluorophenyl)-1,3-dihydro-1,3,3-trimethyl-2H-1,4-benzodiazepin-2-one of melting point 169°-172° (ether). The reactants are CC(C)([O-])C.[K+] (potassium tert-butoxide), solution, C(C)(C)C1=C(C(=CC(=C1)C(C)C)C(C)C)S(=O)(=O)N=[N+]=[N-] (2,4,6-triisopropylphenyl-sulfonylazide), C(C)(=O)O (acetic acid), C1(CC1)C=1C2=C(N(C=CN1)CC)C=CC=C2 (5-cyclopropyl-1-ethyl-1H-benzo[e][1,4]diazepine). Run in C1CCOC1 (THF), C1CCOC1 (THF), C1CCOC1 (THF). Reaction conditions: temperature 30 celsius, time 10 minute. Product: N(=[N+]=[N-])C=1N=C(C2=C(N(C1)CC)C=CC=C2)C2CC2 (3-azido-5-cyclopropyl-1-ethyl-1H-benzo[e][1,4]diazepine). Isolated yield 82.2%. RXN SMILES: [CH:1]1([C:4]2[C:5]3[CH:16]=[CH:15][CH:14]=[CH:13][C:6]=3[N:7]([CH2:11][CH3:12])[CH:8]=[CH:9][N:10]=2)[CH2:3][CH2:2]1.CC(C)([O-])C.[K+].C(C1C=C(C(C)C)C=C(C(C)C)C=1S([N:41]=[N+:42]=[N-:43])(=O)=O)(C)C.C(O)(=O)C>C1COCC1>[N:41]([C:9]1[N:10]=[C:4]([CH:1]2[CH2:3][CH2:2]2)[C:5]2[CH:16]=[CH:15][CH:14]=[CH:13][C:6]=2[N:7]([CH2:11][CH3:12])[CH:8]=1)=[N+:42]=[N-:43] |f:1.2|. Procedure details: To a stirring solution of 5-cyclopropyl-1-ethyl-1H-benzo[e][1,4]diazepine (6.4 g, 0.028 mol) in THF (125 ml) cooled to −78° C. was added potassium tert-butoxide (2.05 eq, 0.057 mol, 57.2 ml of a 1 M solution in THF) dropwise over 15 min. A solution of 2,4,6-triisopropylphenyl-sulfonylazide (9.5 g, 0.031 mol) in THF (100 ml) was added over 5 min. The solution was stirred for 10 min, acetic acid (7.7 ml,0.123 mol) was added and the reaction warmed to 30° C. for 2 hour. The reaction was concentrate... Reactants: CCCCCC(CCCCC)OS(C)(=O)=O, CN(C)C=O, [Cl-], [Li+], O. Yields the product CCCCCC(Cl)CCCCC. Reaction SMILES: [CH3:1][S:2]([O:3][CH:6]([CH2:7][CH2:8][CH2:9][CH2:10][CH3:11])[CH2:12][CH2:13][CH2:14][CH2:15][CH3:16])(=[O:4])=[O:5].[CH3:20][N:21]([CH3:22])[CH:23]=[O:24].[Cl-:18].[Li+:17].[OH2:19]>>[CH:6]([CH2:7][CH2:8][CH2:9][CH2:10][CH3:11])([CH2:12][CH2:13][CH2:14][CH2:15][CH3:16])[Cl:18]. Reactants: C(C)(C)[Si](C(C)C)(C(C)C)Cl (Triisopropylsilylchloride), ClC=1C=CC(=C(CO)C1)I (5-chloro-2-iodobenzyl alcohol), N1C=NC=C1 (imidazole). Run in CN(C)C=O (DMF). The product is ClC=1C=CC(=C(CO[Si](C(C)C)(C(C)C)C(C)C)C1)I ([(5-chloro-2-iodobenzyl)oxy](triisopropyl)silane). Isolated yield 8345.5%. RXN SMILES: [CH:1]([Si:4](Cl)([CH:8]([CH3:10])[CH3:9])[CH:5]([CH3:7])[CH3:6])([CH3:3])[CH3:2].[Cl:12][C:13]1[CH:14]=[CH:15][C:16]([I:21])=[C:17]([CH:20]=1)[CH2:18][OH:19].N1C=CN=C1>CN(C=O)C>[Cl:12][C:13]1[CH:14]=[CH:15][C:16]([I:21])=[C:17]([CH:20]=1)[CH2:18][O:19][Si:4]([CH:8]([CH3:10])[CH3:9])([CH:5]([CH3:7])[CH3:6])[CH:1]([CH3:3])[CH3:2]. Procedure: Triisopropylsilylchloride (14.59 mL, 68.16 mmol) was added to a stiffed solution of 5-chloro-2-iodobenzyl alcohol (12.2 g, 45.44 mmol) and imidazole (4.64 g, 68.16 mmol) in DMF (45 mL). After 1 h the mixture was partitioned between hexanes and water. The organic layer was dried (Na2SO4) and evaporated in vacuo to an oil which was purified by flash column chromatography on silica (eluting with 5% methylene chloride/hexanes) to give [(5-chloro-2-iodobenzyl)oxy](triisopropyl)silane as an oil (1611 ... The reactants are OCCBr, O=C([O-])[O-], CS(C)=O, O=C(NCc1cn(-c2ccc(-n3cccc(O)c3=O)cc2)nn1)c1ccc(Cl)s1, [Cs+], [Cs+]. Product: O=C(NCc1cn(-c2ccc(-n3cccc(OCCO)c3=O)cc2)nn1)c1ccc(Cl)s1. As a reaction SMILES: [Br:36][CH2:37][CH2:38][OH:39].[C:30](=[O:31])([O-:32])[O-:33].[CH3:40][S:41]([CH3:42])=[O:43].[Cl:1][c:2]1[cH:3][cH:4][c:5]([C:7](=[O:8])[NH:9][CH2:10][c:11]2[n:12][n:13][n:14](-[c:16]3[cH:17][cH:18][c:19](-[n:22]4[c:23](=[O:29])[c:24]([OH:28])[cH:25][cH:26][cH:27]4)[cH:20][cH:21]3)[cH:15]2)[s:6]1.[Cs+:34].[Cs+:35]>>[Cl:1][c:2]1[cH:3][cH:4][c:5]([C:7](=[O:8])[NH:9][CH2:10][c:11]2[n:12][n:13][n:14](-[c:16]3[cH:17][cH:18][c:19](-[n:22]4[c:23](=[O:29])[c:24]([O:28][CH2:37][CH2:38][OH:39])[cH:25][cH:26][cH:27]4)[cH:20][cH:21]3)[cH:15]2)[s:6]1. Starting materials: C(C)N1CCN(CC1)C=1C=C(N)C=CC1 (3-(4-ethylpiperazin-1-yl)-aniline), C1=NC=C(C2=CC=CC=C12)C1=CC=C(C=2N=CC=NC12)C(=O)O (8-isoquinolin-4-yl-quinoxaline-5-carboxylic acid), C1=NC=C(C2=CC=CC=C12)B(O)O (4-isoquinolineboronic acid). Product: C(C)N1CCN(CC1)C=1C=C(C=CC1)NC(=O)C=1C=2N=CC=NC2C(=CC1)C1=CN=CC2=CC=CC=C12 (8-Isoquinolin-4-yl-quinoxaline-5-carboxylic acid [3-(4-ethyl-piperazin-1-yl)phenyl]-amide). RXN SMILES: [CH2:1]([N:3]1[CH2:8][CH2:7][N:6]([C:9]2[CH:10]=[C:11]([CH:13]=[CH:14][CH:15]=2)[NH2:12])[CH2:5][CH2:4]1)[CH3:2].[CH:16]1[C:25]2[C:20](=[CH:21][CH:22]=[CH:23][CH:24]=2)[C:19]([C:26]2[C:35]3[N:34]=[CH:33][CH:32]=[N:31][C:30]=3[C:29]([C:36](O)=[O:37])=[CH:28][CH:27]=2)=[CH:18][N:17]=1.C1C2C(=CC=CC=2)C(B(O)O)=CN=1>>[CH2:1]([N:3]1[CH2:4][CH2:5][N:6]([C:9]2[CH:10]=[C:11]([NH:12][C:36]([C:29]3[C:30]4[N:31]=[CH:32][CH:33]=[N:34][C:35]=4[C:26]([C:19]4[C:20]5[C:25](=[CH:24][CH:23]=[CH:22][CH:21]=5)[CH:16]=[N:17][CH:18]=4)=[CH:27][CH:28]=3)=[O:37])[CH:13]=[CH:14][CH:15]=2)[CH2:7][CH2:8]1)[CH3:2]. Procedure: The title compound was prepared in analogy to the procedure described in Step 14.1 but using 3-(4-ethylpiperazin-1-yl)-aniline (Step 2.1) and 8-isoquinolin-4-yl-quinoxaline-5-carboxylic acid. The latter compound was synthesized as described in Steps 1.2-1.7 but using 4-isoquinolineboronic acid in Step 1.4. Title compound: ESI-MS: 489.2 [M+H]+; tR=11.28 min (System 2). Reactants: [Cl-].[Li+] (lithium chloride), [N-]=[N+]=[N-].[Na+] (sodium azide), ClC=1C=C(NC=2C3=C(N=CN2)NC(=C3)C#N)C=CC1 (4-(3-chloroanilino)-6-cyano-7H-pyrrolo[2,3-d]pyrimidine). As a reaction SMILES: [Cl-].[Li+].[N-:3]=[N+:4]=[N-:5].[Na+].[Cl:7][C:8]1[CH:9]=[C:10]([CH:23]=[CH:24][CH:25]=1)[NH:11][C:12]1[C:13]2[CH:20]=[C:19]([C:21]#[N:22])[NH:18][C:14]=2[N:15]=[CH:16][N:17]=1>COC(O)C>[Cl:7][C:8]1[CH:9]=[C:10]([CH:23]=[CH:24][CH:25]=1)[NH:11][C:12]1[C:13]2[CH:20]=[C:19]([C:21]3[NH:22][N:5]=[N:4][N:3]=3)[NH:18][C:14]=2[N:15]=[CH:16][N:17]=1 |f:0.1,2.3|. Procedure: 19 mg (0.45 mmol) of lithium chloride and 19.5 mg (0.30 mmol) of sodium azide are added to a solution of 80.9 mg (0.30 mmol) of 4-(3-chloroanilino)-6-cyano-7H-pyrrolo[2,3-d]pyrimidine in 1 ml of methoxyethanol and the mixture is heated to boiling for 6.5 h. The cooled reaction mixture is poured onto water/HCl (conc.) 10:1, the mixture is stirred for 30 min, and the solid is filtered off and washed with water. Dissolving the crystals in THF/isopropanol, partial evaporation to crystallization, fil... Conditions: time 6.5 hour. Yields the product ClC=1C=C(NC=2C3=C(N=CN2)NC(=C3)C3=NN=NN3)C=CC1 (4-(3-chloroanilino)-6-(tetrazol-5-yl)-7H-pyrrolo[2,3-d]pyrimidine). Solvent: COC(C)O (methoxyethanol).